Dataset: the Open Reaction Database (ORD), a public repository of structured organic reaction records. Task: describe an organic reaction: reactants, conditions, products, and yield Starting materials: CC=1N=CN(C1)C(C1=CC=CC=C1)(C1=CC=CC=C1)C1=CC=CC=C1 (4-methyl-1-triphenylmethylimidazole), ICCC (1-iodopropane). Solvent: C1CCOC1 (THF), C(C)#N (acetonitrile). Reaction conditions: temperature 80 celsius, time 8 hour. The product is CC1=CN=CN1CCC (5-methyl-1-propylimidazole). Isolated yield 24.8%. As a reaction SMILES: C[C:2]1[N:3]=[CH:4][N:5]([C:7]([C:20]2[CH:25]=CC=CC=2)(C2C=CC=CC=2)C2C=CC=CC=2)[CH:6]=1.I[CH2:27]CC>C1COCC1.C(#N)C>[CH3:27][C:6]1[N:5]([CH2:7][CH2:20][CH3:25])[CH:4]=[N:3][CH:2]=1. Procedure details: To a solution of 4-methyl-1-triphenylmethylimidazole (20.0 g) in THF (300 ml) and acetonitrile (300 ml) was added 1-iodopropane (26.2 g) and the mixture was stirred overnight under nitrogen atmosphere at 80° C. The solvent was distilled off under reduced pressure and the residue was dissolved in acetic acid (200 ml), and the mixture was stirred for 3 hours under nitrogen atmosphere at 60° C. The mixture was allowed to be at room temperature, water was added to the mixture, and the insolubles wer... Reactants: ClCc1ccc(Cc2ccccc2OCc2ccccc2)cc1, CN(C)C=O, N#C[K], O. The product is N#CCc1ccc(Cc2ccccc2OCc2ccccc2)cc1. Reaction SMILES: [CH2:1]([c:2]1[cH:3][cH:4][cH:5][cH:6][cH:7]1)[O:8][c:9]1[c:10]([CH2:11][c:12]2[cH:13][cH:14][c:15]([CH2:16][Cl:17])[cH:18][cH:19]2)[cH:20][cH:21][cH:22][cH:23]1.[CH3:28][N:29]([CH3:30])[CH:31]=[O:32].[K:24][C:25]#[N:26].[OH2:27]>>[CH2:1]([c:2]1[cH:3][cH:4][cH:5][cH:6][cH:7]1)[O:8][c:9]1[c:10]([CH2:11][c:12]2[cH:13][cH:14][c:15]([CH2:16][C:25]#[N:26])[cH:18][cH:19]2)[cH:20][cH:21][cH:22][cH:23]1. Starting materials: C1(=CC=CC=C1)C(=CCO)C1=CC=CC=C1 (3,3-diphenyl-prop-2-en-1-ol), C(CCC)P(CCCC)CCCC (tributylphosphine), C(C)OC([C@H](CC1=CC=C(C=C1)O)OCC)=O ((2S)-2-ethoxy-3-(4-hydroxy-phenyl)-propionic acid ethyl ester), azodicarboxylic dipiperidide. The product is C(C)OC([C@H](CC1=CC=C(C=C1)OCC=C(C1=CC=CC=C1)C1=CC=CC=C1)OCC)=O ((2S)-3-[4-(3,3-Diphenyl-allyloxy)-phenyl]-2-ethoxy-propionic acid ethyl ester). Yield: 67.4%. As a reaction SMILES: [C:1]1([C:7]([C:11]2[CH:16]=[CH:15][CH:14]=[CH:13][CH:12]=2)=[CH:8][CH2:9][OH:10])[CH:6]=[CH:5][CH:4]=[CH:3][CH:2]=1.C(P(CCCC)CCCC)CCC.[CH2:30]([O:32][C:33](=[O:46])[C@@H:34]([O:43][CH2:44][CH3:45])[CH2:35][C:36]1[CH:41]=[CH:40][C:39](O)=[CH:38][CH:37]=1)[CH3:31]>>[CH2:30]([O:32][C:33](=[O:46])[C@@H:34]([O:43][CH2:44][CH3:45])[CH2:35][C:36]1[CH:41]=[CH:40][C:39]([O:10][CH2:9][CH:8]=[C:7]([C:1]2[CH:2]=[CH:3][CH:4]=[CH:5][CH:6]=2)[C:11]2[CH:12]=[CH:13][CH:14]=[CH:15][CH:16]=2)=[CH:38][CH:37]=1)[CH3:31]. Procedure: Reaction of 3,3-diphenyl-prop-2-en-1-ol (210 mg, 1.0 mmol), tributylphosphine (303 mg, 1.50 mmol), (2S)-2-ethoxy-3-(4-hydroxy-phenyl)-propionic acid ethyl ester (250 mg, 1.05 mmol) and azodicarboxylic dipiperidide (378 mg, 1.50 mmol) in an identical manner to example 3 gave the title compound (290 mg, 67%). The reactants are OC1=C(C(OC(=C1)C)=O)SCC(C)C (4-hydroxy-3-isobutylthio-6-methyl-2-pyrone), OO (hydrogen peroxide). Solvent: O (water), C(C)(=O)O (acetic acid). Product: OC1=C(C(OC(=C1)C)=O)S(=O)CC(C)C (4-Hydroxy-3-isobutylsulfinyl-6-methyl-2-pyrone). Isolated yield 95.0%. Reaction SMILES: [OH:1][C:2]1[CH:7]=[C:6]([CH3:8])[O:5][C:4](=[O:9])[C:3]=1[S:10][CH2:11][CH:12]([CH3:14])[CH3:13].[OH:15]O>C(O)(=O)C.O>[OH:1][C:2]1[CH:7]=[C:6]([CH3:8])[O:5][C:4](=[O:9])[C:3]=1[S:10]([CH2:11][CH:12]([CH3:14])[CH3:13])=[O:15]. Reported procedure: To a solution of 4-hydroxy-3-isobutylthio-6-methyl-2-pyrone (8.0 g., 0.0374 mole) in glacial acetic acid (50 ml.) was added 30% hydrogen peroxide (4.3 g., 0.0374 mole). The solution was allowed to stand for several days and then was diluted with water, filtered and the cake dried, yielding 8.2 g. (95 percent) of the desired product. Recrystallization from hexane gave the pure product as an off-white solid, m.p. 102°-103°C. Starting materials: C12(CC3CC(CC(C1)C3)C2)CO (adamantan-1-ylmethanol), C1CC12CCC(CC2)CO (spiro[2.5]octan-6-ylmethanol), ClC=1C(=CC(=C(C(=O)NS(=O)(=O)C)C1)F)F (5-chloro-2,4-difluoro-N-(methylsulfonyl)benzamide), ClC=1C(=CC(=C(C(=O)NS(N(C)C)(=O)=O)C1)F)F (5-chloro-N—(N,N-dimethylsulfamoyl)-2,4-difluorobenzamide). The product is ClC=1C(=CC(=C(C(=O)NS(N(C)C)(=O)=O)C1)F)OCC1CCC2(CC2)CC1 (5-chloro-N—(N,N-dimethylsulfamoyl)-2-fluoro-4-(spiro[2.5]octan-6-ylmethoxy)benzamide), solid. Yield: 40.0%. RXN SMILES: ClC1C(F)=CC(F)=C(C=1)C(NS(C)(=O)=O)=O.[Cl:17][C:18]1[C:19](F)=[CH:20][C:21]([F:33])=[C:22]([CH:32]=1)[C:23]([NH:25][S:26](=[O:31])(=[O:30])[N:27]([CH3:29])[CH3:28])=[O:24].C12(CO)CC3CC(CC(C3)C1)C2.[CH2:47]1[C:49]2([CH2:54][CH2:53][CH:52]([CH2:55][OH:56])[CH2:51][CH2:50]2)[CH2:48]1>>[Cl:17][C:18]1[C:19]([O:56][CH2:55][CH:52]2[CH2:53][CH2:54][C:49]3([CH2:47][CH2:48]3)[CH2:50][CH2:51]2)=[CH:20][C:21]([F:33])=[C:22]([CH:32]=1)[C:23]([NH:25][S:26](=[O:31])(=[O:30])[N:27]([CH3:29])[CH3:28])=[O:24]. Procedure: Following the procedure as described in Example 8 and making variations as required to replace 5-chloro-2,4-difluoro-N-(methylsulfonyl)benzamide with 5-chloro-N—(N,N-dimethylsulfamoyl)-2,4-difluorobenzamide and adamantan-1-ylmethanol with spiro[2.5]octan-6-ylmethanol, the title compound was obtained as a colorless solid (0.17 g, 40%): 1H NMR (300 MHz, CDCl3) δ 8.65-8.59 (m, 1H), 8.06 (d, J=8.1 Hz, 1H), 6.67 (d, J=13.8 Hz, 1H), 3.88 (d, J=6.3 Hz, 2H), 3.01 (s, 6H), 1.95-1.72 (m, 5H), 1.34-1.21 (m... Starting materials: BrCC1=C(C=C(C=C1)Br)CBr (1,2-bis(bromomethyl)-4-bromobenzene), C[Si](CCOCN1C(CC=2C1=NC=CC2)=O)(C)C (1-{[2-(trimethylsilyl)ethoxy]methyl}-1,3-dihydro-2H-pyrrolo[2,3-b]pyridin-2-one), C[Si](CCOCN1C(CC=2C1=NC=CC2)=O)(C)C (1-{[2-(trimethylsilyl)ethoxy]methyl}-1,3-dihydro-2H-pyrrolo[2,3-b]pyridin-2-one), C([O-])([O-])=O.[Cs+].[Cs+] (cesium carbonate). Solvent: CO (MeOH). Conditions: time 5 minute. The product is BrC=1C=C2CC3(C(N(C4=NC=CC=C43)COCC[Si](C)(C)C)=O)CC2=CC1 ((±)-5-Bromo-1′-{[2-(trimethylsilyl)ethoxy]methyl}-1,3-dihydrospiro[indene-2,3′-pyrrolo[2,3-b]pyridin]-2′(1′H)-one). RXN SMILES: Br[CH2:2][C:3]1[CH:8]=[CH:7][C:6]([Br:9])=[CH:5][C:4]=1[CH2:10]Br.[CH3:12][Si:13]([CH3:29])([CH3:28])[CH2:14][CH2:15][O:16][CH2:17][N:18]1[C:22]2=[N:23][CH:24]=[CH:25][CH:26]=[C:21]2[CH2:20][C:19]1=[O:27].C(=O)([O-])[O-].[Cs+].[Cs+]>CO>[Br:9][C:6]1[CH:5]=[C:4]2[C:3](=[CH:8][CH:7]=1)[CH2:2][C:20]1([C:21]3[C:22](=[N:23][CH:24]=[CH:25][CH:26]=3)[N:18]([CH2:17][O:16][CH2:15][CH2:14][Si:13]([CH3:28])([CH3:12])[CH3:29])[C:19]1=[O:27])[CH2:10]2 |f:2.3.4|. Procedure details: To a solution of 1,2-bis(bromomethyl)-4-bromobenzene (40.9 g, 132 mmol) and 1-{[2-(trimethylsilyl)ethoxy]methyl}-1,3-dihydro-2H-pyrrolo[2,3-b]pyridin-2-one (31.5 g, 119 mmol, described in Intermediate 4) in MeOH (2 L) was added cesium carbonate (129 g, 397 mmol), portionwise, over 5 min. After 18 h, the mixture was concentrated to a volume of about 500 mL, then partitioned between EtOAc (1.5 L) and H2O (1 L). The organic layer was washed with H2O (1 L), then brine (500 mL), then dried over Na2SO... Starting materials: NC1=NNC=C1 (3-amino-1H-pyrazole), FC1=CC=C(CBr)C=C1 (4-fluorobenzylbromide). Product: FC1=CC=C(CN2N=C(C=C2)N)C=C1 (1-(4-Fluoro-benzyl)-1H-pyrazol-3-ylamine), solid. The yield is 34.0%. As a reaction SMILES: [NH2:1][C:2]1[CH:6]=[CH:5][NH:4][N:3]=1.[F:7][C:8]1[CH:15]=[CH:14][C:11]([CH2:12]Br)=[CH:10][CH:9]=1>>[F:7][C:8]1[CH:15]=[CH:14][C:11]([CH2:12][N:4]2[CH:5]=[CH:6][C:2]([NH2:1])=[N:3]2)=[CH:10][CH:9]=1. Procedure details: Prepared in analogy to example 10a) starting with 3-amino-1H-pyrazole and 4-fluorobenzylbromide. The title compound was obtained as a colorless solid (Yield=34%). MS ISP (m/e): 192.2 (100) [(M+H)+].